Dataset: the Open Reaction Database (ORD), a public repository of structured organic reaction records. Task: describe an organic reaction: reactants, conditions, products, and yield Reactants: CC[Si](CC)(CC)OC1CCC2CCC1(c1ccccc1)N2Cc1ccccc1, CO, Cl. Yields the product OC1CCC2CCC1(c1ccccc1)N2Cc1ccccc1. As a reaction SMILES: [CH2:1]([c:2]1[cH:3][cH:4][cH:5][cH:6][cH:7]1)[N:8]1[C:9]2([c:24]3[cH:25][cH:26][cH:27][cH:28][cH:29]3)[CH:10]([O:16][Si:17]([CH2:18][CH3:19])([CH2:20][CH3:21])[CH2:22][CH3:23])[CH2:11][CH2:12][CH:13]1[CH2:14][CH2:15]2.[CH3:31][OH:32].[ClH:30]>>[CH2:1]([c:2]1[cH:3][cH:4][cH:5][cH:6][cH:7]1)[N:8]1[C:9]2([c:24]3[cH:25][cH:26][cH:27][cH:28][cH:29]3)[CH:10]([OH:16])[CH2:11][CH2:12][CH:13]1[CH2:14][CH2:15]2. The reactants are Br, CC(=O)O, COC(=O)c1ccc(CC2CCOC2=O)cc1. The product is COC(=O)c1ccc(CC(CCBr)C(=O)O)cc1. RXN SMILES: [BrH:18].[CH3:19][C:20](=[O:21])[OH:22].[O:1]=[C:2]1[O:3][CH2:4][CH2:5][CH:6]1[CH2:7][c:8]1[cH:9][cH:10][c:11]([C:12](=[O:13])[O:14][CH3:15])[cH:16][cH:17]1>>[O:1]=[C:2]([OH:3])[CH:6]([CH2:5][CH2:4][Br:18])[CH2:7][c:8]1[cH:9][cH:10][c:11]([C:12](=[O:13])[O:14][CH3:15])[cH:16][cH:17]1. Reactants: O=C([O-])[O-], CC(C)(C)CC(NC(=O)OCc1ccccc1)C(=O)O, Cc1ccc(S(=O)(=O)OCC2(C)COC2)cc1, CCOC(C)=O, [Cs+], [Cs+], [I-], [Na+], CN(C)C=O, O. The product is CC(C)(C)CC(NC(=O)OCc1ccccc1)C(=O)OCC1(C)COC1. As a reaction SMILES: [C:18](=[O:19])([O-:20])[O-:21].[CH2:24]([c:25]1[cH:26][cH:27][cH:28][cH:29][cH:30]1)[O:31][C:32](=[O:33])[NH:34][CH:35]([C:36](=[O:37])[OH:38])[CH2:39][C:40]([CH3:41])([CH3:42])[CH3:43].[CH3:1][C:2]1([CH2:6][O:7][S:8]([c:9]2[cH:10][cH:11][c:12]([CH3:13])[cH:14][cH:15]2)(=[O:16])=[O:17])[CH2:3][O:4][CH2:5]1.[CH3:52][CH2:53][O:54][C:55](=[O:56])[CH3:57].[Cs+:22].[Cs+:23].[I-:45].[Na+:44].[O:47]=[CH:48][N:49]([CH3:50])[CH3:51].[OH2:46]>>[CH3:1][C:2]1([CH2:6][O:37][C:36]([CH:35]([NH:34][C:32]([O:31][CH2:24][c:25]2[cH:26][cH:27][cH:28][cH:29][cH:30]2)=[O:33])[CH2:39][C:40]([CH3:41])([CH3:42])[CH3:43])=[O:38])[CH2:3][O:4][CH2:5]1. Reactants: ClC1=CC(=C(CN2N=CC3=CC(=CC=C23)\C=C/2\C(N(C(S2)=O)C2CCNCC2)=O)C=C1)C(F)(F)F ((5Z)-5-({1-[4-chloro-2-(trifluoromethyl)benzyl]-1H-indazol-5-yl}methylidene)-3-piperidin-4-yl-1,3-thiazolidine-2,4-dione), C=O (formaldehyde). Yields the product ClC1=CC(=C(CN2N=CC3=CC(=CC=C23)\C=C/2\C(N(C(S2)=O)C2CCN(CC2)C)=O)C=C1)C(F)(F)F ((5Z)-5-({1-[4-Chloro-2-(trifluoromethyl)benzyl]-1H-indazol-5-yl}methylidene)-3-(1-methylpiperidin-4-yl)-1,3-thiazolidine-2,4-dione). Reaction SMILES: [Cl:1][C:2]1[CH:31]=[CH:30][C:5]([CH2:6][N:7]2[C:15]3[C:10](=[CH:11][C:12](/[CH:16]=[C:17]4/[C:18](=[O:29])[N:19]([CH:23]5[CH2:28][CH2:27][NH:26][CH2:25][CH2:24]5)[C:20](=[O:22])[S:21]/4)=[CH:13][CH:14]=3)[CH:9]=[N:8]2)=[C:4]([C:32]([F:35])([F:34])[F:33])[CH:3]=1.[CH2:36]=O>>[Cl:1][C:2]1[CH:31]=[CH:30][C:5]([CH2:6][N:7]2[C:15]3[C:10](=[CH:11][C:12](/[CH:16]=[C:17]4/[C:18](=[O:29])[N:19]([CH:23]5[CH2:28][CH2:27][N:26]([CH3:36])[CH2:25][CH2:24]5)[C:20](=[O:22])[S:21]/4)=[CH:13][CH:14]=3)[CH:9]=[N:8]2)=[C:4]([C:32]([F:35])([F:34])[F:33])[CH:3]=1. Procedure details: (5Z)-5-({1-[4-Chloro-2-(trifluoromethyl)benzyl]-1H-indazol-5-yl}methylidene)-3-(1-methylpiperidin-4-yl)-1,3-thiazolidine-2,4-dione was prepared from (5Z)-5-({1-[4-chloro-2-(trifluoromethyl)benzyl]-1H-indazol-5-yl}methylidene)-3-piperidin-4-yl-1,3-thiazolidine-2,4-dione (Example 113) and formaldehyde following General Procedure R. Starting materials: N1=CC=CC=C1 (Pyridine), Cl.CNOC (N,O-dimethylhydroxylamine hydrochloride), COC=1C=C(C=CC(=O)Cl)C=CC1 (3-methoxycinnamic acid chloride). Solvent: ClCCl (dichloromethane), ClCCl (dichloromethane). Run at time 18 hour. The product is CON(C(\C=C\C1=CC(=CC=C1)OC)=O)C ((trans)-N-Methoxy-N-methyl-3-(3-methoxyphenyl)-2-propenamide). Yield: 95.2%. As a reaction SMILES: N1C=CC=CC=1.Cl.[CH3:8][NH:9][O:10][CH3:11].[CH3:12][O:13][C:14]1[CH:15]=[C:16]([CH:22]=[CH:23][CH:24]=1)[CH:17]=[CH:18][C:19](Cl)=[O:20]>ClCCl>[CH3:11][O:10][N:9]([CH3:8])[C:19](=[O:20])/[CH:18]=[CH:17]/[C:16]1[CH:22]=[CH:23][CH:24]=[C:14]([O:13][CH3:12])[CH:15]=1 |f:1.2|. Procedure: A solution of 3-methoxycinnamic acid (75.0 g, 0.42 mol) in thionyl chloride (250 mL) was heated at reflux for 1 h. The majority of the the thionyl chloride was then distilled off and the resulting residue was treated with dichloromethane and residual thionyl chloride was removed by codistillation to give 3-methoxycinnamic acid chloride of sufficient purity to be used without further purification. Pyridine (186 mL, 2.3 mol) and N,O-dimethylhydroxylamine hydrochloride (45.17 g, 0.46 mol) were adde...